From a dataset of the Open Reaction Database (ORD), a public repository of structured organic reaction records. describe an organic reaction: reactants, conditions, products, and yield Reactants: C(C)O (Ethanol), C(C1=CC=CC=C1)OC1=CC=C(C=C2CCN(CC2)C2=CC=C(C=C2)OC2OCCCC2)C=C1 (4-[4-(benzyloxy)benzylidene]-1-[4-(tetrahydro-2H-pyran-2-yloxy)phenyl]piperidine). The reagents and catalysts are [Pd] (palladium on carbon). Run in C(C)(=O)OCC (ethyl acetate). Conditions: temperature 50 celsius, time 4 hour. Yields the product O1C(CCCC1)OC1=CC=C(C=C1)N1CCC(CC1)CC1=CC=C(C=C1)O (4-{1-[4-(tetrahydropyran-2-yloxy)phenyl]piperidin-4-ylmethyl}phenol), compound. Reaction SMILES: C(O)C.C([O:11][C:12]1[CH:37]=[CH:36][C:15]([CH:16]=[C:17]2[CH2:22][CH2:21][N:20]([C:23]3[CH:28]=[CH:27][C:26]([O:29][CH:30]4[CH2:35][CH2:34][CH2:33][CH2:32][O:31]4)=[CH:25][CH:24]=3)[CH2:19][CH2:18]2)=[CH:14][CH:13]=1)C1C=CC=CC=1>[Pd].C(OCC)(=O)C>[O:31]1[CH2:32][CH2:33][CH2:34][CH2:35][CH:30]1[O:29][C:26]1[CH:27]=[CH:28][C:23]([N:20]2[CH2:21][CH2:22][CH:17]([CH2:16][C:15]3[CH:36]=[CH:37][C:12]([OH:11])=[CH:13][CH:14]=3)[CH2:18][CH2:19]2)=[CH:24][CH:25]=1. Procedure details: Ethanol (20 ml) and ethyl acetate (10 ml) were added to 4-[4-(benzyloxy)benzylidene]-1-[4-(tetrahydro-2H-pyran-2-yloxy)phenyl]piperidine prepared in Reference Example 366. A palladium on carbon (0.378 g) was added to the mixture, and stirred at 50° C. for 4 hours under a hydrogen atmosphere. The insoluble matter was removed by filtration, and the filtrate was concentrated. The residue was purified by silica gel column chromatography (hexane:ethyl acetate=6:1→4:1) to afford the title compound as ... The reactants are CO, COc1ccc(N2CCN(C)CC2)cc1[N+](=O)[O-]. The product is COc1ccc(N2CCN(C)CC2)cc1N. Reaction SMILES: [CH3:19][OH:20].[CH3:1][O:2][c:3]1[c:4]([N+:16]([O-:17])=[O:18])[cH:5][c:6]([N:9]2[CH2:10][CH2:11][N:12]([CH3:15])[CH2:13][CH2:14]2)[cH:7][cH:8]1>>[CH3:1][O:2][c:3]1[c:4]([NH2:16])[cH:5][c:6]([N:9]2[CH2:10][CH2:11][N:12]([CH3:15])[CH2:13][CH2:14]2)[cH:7][cH:8]1. Reactants: O1C(OCC1)CN1C(C=CC2=CC=CC(=C12)C)=O (1-(1,3-dioxolan-2-ylmethyl)-8-methylquinolin-2(1H)-one), FC(C(=O)O)(F)F (trifluoroacetic acid). Conditions: temperature 40 celsius, time 3 day. The product is CC=1C=CC=C2C=CC(N(C12)CC=O)=O ((8-methyl-2-oxoquinolin-1(2H)-yl)acetaldehyde). RXN SMILES: [O:1]1CCO[CH:2]1[CH2:6][N:7]1[C:16]2[C:11](=[CH:12][CH:13]=[CH:14][C:15]=2[CH3:17])[CH:10]=[CH:9][C:8]1=[O:18].FC(F)(F)C(O)=O>>[CH3:17][C:15]1[CH:14]=[CH:13][CH:12]=[C:11]2[C:16]=1[N:7]([CH2:6][CH:2]=[O:1])[C:8](=[O:18])[CH:9]=[CH:10]2. Reported procedure: To 0.17 g of 1-(1,3-dioxolan-2-ylmethyl)-8-methylquinolin-2(1H)-one, 2 mL of a 90% aqueous trifluoroacetic acid solution was added, and the mixture was stirred at room temperature for 4 days, at 40° C. for 3 days, and at room temperature for 5 days. The solvent was removed under reduced pressure, and the reaction mixture was added with ethyl acetate and an aqueous saturated sodium hydrogen carbonate solution. The organic layer was separated, and the aqueous layer was extracted with ethyl acetate... Reactants: N#CC1CC(F)CN1C(=O)CN(C(=O)OCc1ccccc1)C12CCC(C(=O)On3nnc4ccccc43)(CC1)CC2, CCCCCN. The product is CCCCCNC(=O)C12CCC(N(CC(=O)N3CC(F)CC3C#N)C(=O)OCc3ccccc3)(CC1)CC2. As a reaction SMILES: [CH2:1]([c:2]1[cH:3][cH:4][cH:5][cH:6][cH:7]1)[O:8][C:9](=[O:10])[N:11]([C:12]12[CH2:13][CH2:14][C:15]([C:20](=[O:21])[O:22][n:23]3[c:24]4[cH:25][cH:26][cH:27][cH:28][c:29]4[n:30][n:31]3)([CH2:16][CH2:17]1)[CH2:18][CH2:19]2)[CH2:32][C:33](=[O:34])[N:35]1[CH:36]([C:41]#[N:42])[CH2:37][CH:38]([F:40])[CH2:39]1.[CH2:43]([CH2:44][CH2:45][CH2:46][CH3:47])[NH2:48]>>[CH2:1]([c:2]1[cH:3][cH:4][cH:5][cH:6][cH:7]1)[O:8][C:9](=[O:10])[N:11]([C:12]12[CH2:13][CH2:14][C:15]([C:20](=[O:21])[NH:48][CH2:43][CH2:44][CH2:45][CH2:46][CH3:47])([CH2:16][CH2:17]1)[CH2:18][CH2:19]2)[CH2:32][C:33](=[O:34])[N:35]1[CH:36]([C:41]#[N:42])[CH2:37][CH:38]([F:40])[CH2:39]1. Starting materials: BrC1=C(C(=O)O)C=CC=C1 (2-bromobenzoic acid), C(C)(=O)O.C(C)(=O)O.IC1=CC=CC=C1 (iodobenzene diacetate), II (iodine). The reagents and catalysts are C(C)(=O)[O-].[Pd+2].C(C)(=O)[O-] (palladium(II) acetate). Run in CN(C=O)C (N,N-dimethylformamide), COC(C)(C)C (methyl-tert-butylether), Cl (hydrochloric acid). Conditions: temperature 100 celsius, time 8 hour. The product is BrC1=C(C(=O)O)C(=CC=C1)I (2-bromo-6-iodobenzoic acid). The yield is 74.3%. Reaction SMILES: [Br:1][C:2]1[CH:10]=[CH:9][CH:8]=[CH:7][C:3]=1[C:4]([OH:6])=[O:5].C(O)(=O)C.C(O)(=O)C.[I:19]C1C=CC=CC=1.II>CN(C)C=O.COC(C)(C)C.Cl.C([O-])(=O)C.[Pd+2].C([O-])(=O)C>[Br:1][C:2]1[CH:10]=[CH:9][CH:8]=[C:7]([I:19])[C:3]=1[C:4]([OH:6])=[O:5] |f:1.2.3,8.9.10|. Reported procedure: 2-bromobenzoic acid (20.1 g, 100 mmol), palladium(II) acetate (1.12 mg, 5 mmol), iodobenzene diacetate (38.64 g, 120 mmol) and elemental iodine (30.48 g, 120 mmol) were dissolved in N,N-dimethylformamide (240 mL) and stirred overnight at 100° C. The reaction mixture was cooled to room temperature, diluted with methyl-tert-butylether and 2M hydrochloric acid and washed with 10% aqueous solution of sodium metabisulphite. Organic phase was extracted with 2M sodium hydroxide and the resulting basic ... Starting materials: BrC1=C(C=CC=C1)CC(=O)O (2-bromophenylacetic acid), FC1=C(N)C=CC(=C1)I (2-fluoro-4-iodoaniline). Yields the product FC1=C(C=CC(=C1)I)NC1=C(C=CC=C1)CC(=O)O (2-[(2-fluoro-4-iodophenyl)amino]phenylacetic acid). Reaction SMILES: Br[C:2]1[CH:7]=[CH:6][CH:5]=[CH:4][C:3]=1[CH2:8][C:9]([OH:11])=[O:10].[F:12][C:13]1[CH:19]=[C:18]([I:20])[CH:17]=[CH:16][C:14]=1[NH2:15]>>[F:12][C:13]1[CH:19]=[C:18]([I:20])[CH:17]=[CH:16][C:14]=1[NH:15][C:2]1[CH:7]=[CH:6][CH:5]=[CH:4][C:3]=1[CH2:8][C:9]([OH:11])=[O:10]. Reported procedure: In the manner described in example 3, 2-bromophenylacetic acid is condensed with 2-fluoro-4-iodoaniline to yield 2-[(2-fluoro-4-iodophenyl)amino]phenylacetic acid.